From a dataset of the Open Reaction Database (ORD), a public repository of structured organic reaction records. describe an organic reaction: reactants, conditions, products, and yield Starting materials: C(C1=CC=CC=C1)OC(=O)N1CCC(CC1)C(O)C1=CC=C(C=C1)[C@H](C)NC(=O)OC(C)(C)C (benzyl-4-[(4-{(1S)-1-[(tert-butoxycarbonyl)amino]ethyl}phenyl)(hydroxy)methyl]piperidine-1-carboxylate). The reagents and catalysts are [OH-].[Pd+2].[OH-] (palladium hydroxide). Run in O1CCCC1 (tetrahydrofuran), CC(C)O (2-propanol). Conditions: time 8 hour. Product: C(C)(C)(C)OC(N[C@@H](C)C1=CC=C(C=C1)C(C1CCNCC1)O)=O (tert-butyl((1S)-1-{4-[hydroxy(piperidin-4-yl)methyl]phenyl}ethyl)carbamate). Yield: 108.1%. As a reaction SMILES: C(OC([N:11]1[CH2:16][CH2:15][CH:14]([CH:17]([C:19]2[CH:24]=[CH:23][C:22]([C@@H:25]([NH:27][C:28]([O:30][C:31]([CH3:34])([CH3:33])[CH3:32])=[O:29])[CH3:26])=[CH:21][CH:20]=2)[OH:18])[CH2:13][CH2:12]1)=O)C1C=CC=CC=1>O1CCCC1.CC(O)C.[OH-].[Pd+2].[OH-]>[C:31]([O:30][C:28](=[O:29])[NH:27][C@H:25]([C:22]1[CH:23]=[CH:24][C:19]([CH:17]([OH:18])[CH:14]2[CH2:15][CH2:16][NH:11][CH2:12][CH2:13]2)=[CH:20][CH:21]=1)[CH3:26])([CH3:32])([CH3:33])[CH3:34] |f:3.4.5|. Reported procedure: To a solution prepared by dissolving 2.98 g of the compound [25-1] in a mixed solvent of 30 mL of tetrahydrofuran and 10 mL of 2-propanol, 750 mg of a carbon catalyst of 20% palladium hydroxide was added, and the mixture was stirred overnight at room temperature under hydrogen atmosphere. The catalyst was filtered through celite, and the filtrate was concentrated under reduced pressure, to obtain 2.3 g of tert-butyl((1S)-1-{4-[hydroxy(piperidin-4-yl)methyl]phenyl}ethyl)carbamate [33-3] (hereinaf... The reactants are ClCCl, COC(=O)C(N)Cc1cc(OC)c(-c2ccccc2)c(OC)c1, O=C1C=C(O)C12CCCCC2. Yields the product COC(=O)C(Cc1cc(OC)c(-c2ccccc2)c(OC)c1)NC1=CC(=O)C12CCCCC2. As a reaction SMILES: [Cl:35][CH2:36][Cl:37].[NH2:1][CH:2]([C:3](=[O:4])[O:5][CH3:6])[CH2:7][c:8]1[cH:9][c:10]([O:22][CH3:23])[c:11](-[c:16]2[cH:17][cH:18][cH:19][cH:20][cH:21]2)[c:12]([O:14][CH3:15])[cH:13]1.[O:24]=[C:25]1[CH:26]=[C:27]([OH:34])[C:28]12[CH2:29][CH2:30][CH2:31][CH2:32][CH2:33]2>>[NH:1]([CH:2]([C:3](=[O:4])[O:5][CH3:6])[CH2:7][c:8]1[cH:9][c:10]([O:22][CH3:23])[c:11](-[c:16]2[cH:17][cH:18][cH:19][cH:20][cH:21]2)[c:12]([O:14][CH3:15])[cH:13]1)[C:27]1=[CH:26][C:25](=[O:24])[C:28]12[CH2:29][CH2:30][CH2:31][CH2:32][CH2:33]2.